This data is from the Open Reaction Database (ORD), a public repository of structured organic reaction records. The task is: describe an organic reaction: reactants, conditions, products, and yield The reactants are Cc1cnc(N)c(Br)n1, O=S(=O)(Cl)c1cccc(Cl)c1Cl. As a reaction SMILES: [Br:1][c:2]1[c:3]([NH2:9])[n:4][cH:5][c:6]([CH3:8])[n:7]1.[Cl:10][c:11]1[c:12]([S:18](=[O:19])(=[O:20])[Cl:21])[cH:13][cH:14][cH:15][c:16]1[Cl:17]>>[Br:1][c:2]1[c:3]([NH:9][S:18]([c:12]2[c:11]([Cl:10])[c:16]([Cl:17])[cH:15][cH:14][cH:13]2)(=[O:19])=[O:20])[n:4][cH:5][c:6]([CH3:8])[n:7]1. The product is Cc1cnc(NS(=O)(=O)c2cccc(Cl)c2Cl)c(Br)n1. Reactants: C(CCC)(OC)(OC)OC (trimethyl orthobutyrate), C(C)(C)(C)C(=O)O.NC=1C=NC2=CC=CC=C2C1NN (N′-(3-aminoquinolin-4-yl)hydrazine tert-butyl carboxylate), C(C)(C)NN1C(=NC=2C(=NC=3C=CC=CC3C21)N)CCC (N1-Isopropyl-2-propyl-1H-imidazo[4,5-c]quinoline-1,4-diamine), C(CC)(OCC)(OCC)OCC (Triethyl orthopropionate). The product is C(C)C=1N(C2=C(C(=NC=3C=CC=CC23)N)N1)NC(C)C (2-ethyl-N1-isopropyl-1H-imidazo[4,5-c]quinoline-1,4-diamine). As a reaction SMILES: C(C(O)=O)(C)(C)C.NC1C=NC2C(C=1NN)=CC=CC=2.[CH:21]([NH:24][N:25]1[C:37]2[C:36]3[CH:35]=[CH:34][CH:33]=[CH:32][C:31]=3[N:30]=[C:29]([NH2:38])[C:28]=2[N:27]=[C:26]1[CH2:39][CH2:40]C)([CH3:23])[CH3:22].C(OCC)(OCC)(OCC)CC.C(OC)(OC)(OC)CCC>>[CH2:39]([C:26]1[N:25]([NH:24][CH:21]([CH3:22])[CH3:23])[C:37]2[C:36]3[CH:35]=[CH:34][CH:33]=[CH:32][C:31]=3[N:30]=[C:29]([NH2:38])[C:28]=2[N:27]=1)[CH3:40] |f:0.1|. Procedure: 2-Ethyl-N1-isopropyl-1H-imidazo[4,5-c]quinoline-1,4-diamine was prepared in 5 steps from N′-(3-aminoquinolin-4-yl)hydrazine tert-butyl carboxylate in analogous fashion to the preparation of N1-Isopropyl-2-propyl-1H-imidazo[4,5-c]quinoline-1,4-diamine (Example 16). Triethyl orthopropionate was used in lieu of trimethyl orthobutyrate. The material was purified by chromatography (SiO2, 20% (80:18:2 CHCl3:MeOH:NH4OH) in CHCl3) to yield an off white solid. The solid was crystallized from MeCN to yiel... Starting materials: OCCN1CCNCC1 (1-(2-hydroxyethyl)piperazine), C(C)(=O)O (acetic acid), C(C)(=O)O[BH-](OC(C)=O)OC(C)=O.[Na+] (sodium triacetoxyborohydride), C([O-])([O-])=O.[Na+].[Na+] (sodium carbonate), ClC1=C2CNC(C2=C(C=C1)C=1N(C2=CC=C(C=C2C1)C=O)C(=O)OC(C)(C)C)=O (4-chloro-7-[1-(tert-butoxycarbonyl)-5-formylindol-2-yl]isoindolinone). Solvent: O (water), C(C)#N (acetonitrile). The product is ClC1=C2CNC(C2=C(C=C1)C=1N(C2=CC=C(C=C2C1)CN1CCN(CC1)CCO)C(=O)OC(C)(C)C)=O (4-chloro-7-(1-(tert-butoxycarbonyl)-5-[4-(2-hydroxyethyl)piperazin-1-ylmethyl]indol-2-yl)isoindolinone). The yield is 111.9%. Reaction SMILES: [Cl:1][C:2]1[CH:10]=[CH:9][C:8]([C:11]2[N:12]([C:22]([O:24][C:25]([CH3:28])([CH3:27])[CH3:26])=[O:23])[C:13]3[C:18]([CH:19]=2)=[CH:17][C:16]([CH:20]=O)=[CH:15][CH:14]=3)=[C:7]2[C:3]=1[CH2:4][NH:5][C:6]2=[O:29].[OH:30][CH2:31][CH2:32][N:33]1[CH2:38][CH2:37][NH:36][CH2:35][CH2:34]1.C(O)(=O)C.C(O[BH-](OC(=O)C)OC(=O)C)(=O)C.[Na+].C(=O)([O-])[O-].[Na+].[Na+]>C(#N)C.O>[Cl:1][C:2]1[CH:10]=[CH:9][C:8]([C:11]2[N:12]([C:22]([O:24][C:25]([CH3:27])([CH3:26])[CH3:28])=[O:23])[C:13]3[C:18]([CH:19]=2)=[CH:17][C:16]([CH2:20][N:36]2[CH2:37][CH2:38][N:33]([CH2:32][CH2:31][OH:30])[CH2:34][CH2:35]2)=[CH:15][CH:14]=3)=[C:7]2[C:3]=1[CH2:4][NH:5][C:6]2=[O:29] |f:3.4,5.6.7|. Procedure: In a similar manner to Step 2 of Example 6, 4-chloro-7-[1-(tert-butoxycarbonyl)-5-formylindol-2-yl]isoindolinone (20.7 mg, 0.0504 mmol) was dissolved in acetonitrile (1 mL), and the solution was treated with 1-(2-hydroxyethyl)piperazine (28 mg, 0.22 mmol), acetic acid (0.232 mL, 4.05 mmol) and sodium triacetoxyborohydride (116 mg, 0.547 mmol). The reaction mixture was added with water and sodium carbonate, followed by extracting with ethyl acetate. The organic layer was washed with saturated bri...